This data is from the Open Reaction Database (ORD), a public repository of structured organic reaction records. The task is: describe an organic reaction: reactants, conditions, products, and yield The reactants are O=C(O)C(c1ccccc1)c1ccccc1, CNc1ccc(OC)cc1. Reagents/catalysts: C1CCN(C1)[P+](N2CCCC2)(N3CCCC3)ON4C5=CC=CC=C5N=N4.F[P-](F)(F)(F)(F)F (PyBOP), CCN(C(C)C)C(C)C (DIPEA). The solvent is CN(C)C=O (DMF), CN(C)C=O (DMF), CN(C)C=O (DMF), CN(C)C=O (DMF), CN(C)C=O (DMF), CN(C)C=O (DMF). Conditions: temperature 25 celsius, time 2 hour. The product is COc1ccc(N(C)C(=O)C(c2ccccc2)c2ccccc2)cc1. Yield: 31.4%. As a reaction SMILES: CNc1ccc(OC)cc1.O=C(O)C(c1ccccc1)c1ccccc1.C1CCN(C1)[P+](N2CCCC2)(N3CCCC3)ON4C5=CC=CC=C5N=N4.F[P-](F)(F)(F)(F)F.CCN(C(C)C)C(C)C.CN(C)C=O>>COc1ccc(N(C)C(=O)C(c2ccccc2)c2ccccc2)cc1. Reactants: C(C)(C)(C)OC(=O)N1C(C2(C(C=3C=C(C=CC13)Cl)CCC2)F)=O (5-tert-butoxycarbonyl-8-chloro-3a-fluoro-1,2,3,3a,5,9b-hexahydrocyclopenta[c]quinolin-4-one), FC(C(=O)O)(F)F (trifluoroacetic acid). Solvent: O (water), C(C)(=O)OCC (ethyl acetate), ClCCl (dichloromethane). Run at time 2 hour. Product: ClC1=CC=2C3C(C(NC2C=C1)=O)(CCC3)F (8-Chloro-3a-fluoro-1,2,3,3a,5,9b-hexahydrocyclopenta[c]quinolin-4-one). Isolated yield 53.3%. Reaction SMILES: C(OC([N:8]1[C:17]2[CH:16]=[CH:15][C:14]([Cl:18])=[CH:13][C:12]=2[CH:11]2[CH2:19][CH2:20][CH2:21][C:10]2([F:22])[C:9]1=[O:23])=O)(C)(C)C.FC(F)(F)C(O)=O>ClCCl.O.C(OCC)(=O)C>[Cl:18][C:14]1[CH:15]=[CH:16][C:17]2[NH:8][C:9](=[O:23])[C:10]3([F:22])[CH2:21][CH2:20][CH2:19][CH:11]3[C:12]=2[CH:13]=1. Procedure details: A solution of 2.20 g (6.5 mmol) of 5-tert-butoxycarbonyl-8-chloro-3a-fluoro-1,2,3,3a,5,9b-hexahydrocyclopenta[c]quinolin-4-one in 10 ml of dichloromethane is mixed with 10 ml of trifluoroacetic acid at room temperature. After 2 hours, the batch is diluted with water and ethyl acetate. The organic phase is separated, washed with water, saturated NaHCO3 and saturated NaCl, dried (Na2SO4) and concentrated by evaporation in a vacuum. Column chromatography of the residue on silica gel with hexane-eth... The reactants are O=C([O-])[O-], COc1ccc2c(c1)CCN(C1CCc3cc(CN4CCC(OC)CC4)ccc3C1)C2=O, CN1CCCC1=O, [K+], [K+], Sc1ccccc1. The product is COC1CCN(Cc2ccc3c(c2)CCC(N2CCc4cc(O)ccc4C2=O)C3)CC1. Reaction SMILES: [C:40](=[O:41])([O-:42])[O-:43].[CH3:1][O:2][c:3]1[cH:4][c:5]2[c:10]([cH:11][cH:12]1)[C:9](=[O:13])[N:8]([CH:14]1[CH2:15][c:16]3[cH:17][cH:18][c:19]([CH2:24][N:25]4[CH2:26][CH2:27][CH:28]([O:31][CH3:32])[CH2:29][CH2:30]4)[cH:20][c:21]3[CH2:22][CH2:23]1)[CH2:7][CH2:6]2.[CH3:46][N:47]1[CH2:48][CH2:49][CH2:50][C:51]1=[O:52].[K+:44].[K+:45].[SH:33][c:34]1[cH:35][cH:36][cH:37][cH:38][cH:39]1>>[OH:2][c:3]1[cH:4][c:5]2[c:10]([cH:11][cH:12]1)[C:9](=[O:13])[N:8]([CH:14]1[CH2:15][c:16]3[cH:17][cH:18][c:19]([CH2:24][N:25]4[CH2:26][CH2:27][CH:28]([O:31][CH3:32])[CH2:29][CH2:30]4)[cH:20][c:21]3[CH2:22][CH2:23]1)[CH2:7][CH2:6]2. The reactants are CO, CC(CNC(=O)Cc1ccccc1)N1CCC(Oc2ccc(F)c(F)c2)CC1. Product: CC(CN)N1CCC(Oc2ccc(F)c(F)c2)CC1. Reaction SMILES: [CH3:29][OH:30].[F:1][c:2]1[cH:3][c:4]([O:5][CH:6]2[CH2:7][CH2:8][N:9]([CH:12]([CH2:13][NH:14][C:15](=[O:16])[CH2:17][c:18]3[cH:19][cH:20][cH:21][cH:22][cH:23]3)[CH3:24])[CH2:10][CH2:11]2)[cH:25][cH:26][c:27]1[F:28]>>[F:1][c:2]1[cH:3][c:4]([O:5][CH:6]2[CH2:7][CH2:8][N:9]([CH:12]([CH2:13][NH2:14])[CH3:24])[CH2:10][CH2:11]2)[cH:25][cH:26][c:27]1[F:28].